Dataset: the Open Reaction Database (ORD), a public repository of structured organic reaction records. Task: describe an organic reaction: reactants, conditions, products, and yield Starting materials: Cc1ccccc1, CC(O)(CC(=O)O)c1ccc(-c2ccc(F)cc2)cc1, Cc1ccc(S(=O)(=O)O)cc1. The product is CC(=CC(=O)O)c1ccc(-c2ccc(F)cc2)cc1. Reaction SMILES: [CH3:32][c:33]1[cH:34][cH:35][cH:36][cH:37][cH:38]1.[F:1][c:2]1[cH:3][cH:4][c:5](-[c:8]2[cH:9][cH:10][c:11]([C:14]([CH2:15][C:16](=[O:17])[OH:18])([CH3:19])[OH:20])[cH:12][cH:13]2)[cH:6][cH:7]1.[c:21]1([CH3:22])[cH:23][cH:24][c:25]([S:26]([OH:27])(=[O:28])=[O:29])[cH:30][cH:31]1>>[F:1][c:2]1[cH:3][cH:4][c:5](-[c:8]2[cH:9][cH:10][c:11]([C:14](=[CH:15][C:16](=[O:17])[OH:18])[CH3:19])[cH:12][cH:13]2)[cH:6][cH:7]1. Starting materials: CCCC(=O)Oc1ccc(C(=O)CNC(C)(C)C)cc1OC(=O)CCC, CCCC(=O)Oc1ccc(C(O)CNC(C)(C)C)cc1OC(=O)CCC, CCO, Cl, Cl, [NH4+], [OH-], O. Product: CCCC(=O)Oc1ccc(C(O)CNC(C)(C)C)cc1OC(=O)CCC. As a reaction SMILES: [C:2]([CH3:3])([CH3:4])([CH3:5])[NH:6][CH2:7][C:8](=[O:9])[c:10]1[cH:11][c:12]([O:22][C:23]([CH2:24][CH2:25][CH3:26])=[O:27])[c:13]([O:16][C:17]([CH2:18][CH2:19][CH3:20])=[O:21])[cH:14][cH:15]1.[C:32]([O:33][c:34]1[cH:35][c:36]([CH:46]([OH:47])[CH2:48][NH:49][C:50]([CH3:51])([CH3:52])[CH3:53])[cH:37][cH:38][c:39]1[O:40][C:41](=[O:42])[CH2:43][CH2:44][CH3:45])(=[O:54])[CH2:55][CH2:56][CH3:57].[CH2:28]([OH:29])[CH3:30].[ClH:1].[ClH:31].[NH4+:58].[OH-:59].[OH2:60]>>[C:2]([CH3:3])([CH3:4])([CH3:5])[NH:6][CH2:7][CH:8]([OH:9])[c:10]1[cH:11][c:12]([O:22][C:23]([CH2:24][CH2:25][CH3:26])=[O:27])[c:13]([O:16][C:17]([CH2:18][CH2:19][CH3:20])=[O:21])[cH:14][cH:15]1. The reactants are Cl (hydrochloride), C(C1=CC=CC=C1)N1C[C@@H]([C@H](CC1)[C@H](C)OC1=NC=C(C=C1)C(F)(F)F)C1=CC=C(C=C1)Cl (2-{(S)-1-[(3S,4S)-1-Benzyl-3-(4-chloro-phenyl)-piperidin-4-yl]-ethoxy}-5-trifluoromethyl-pyridine), Cl (HCl), ClC=1C=CC(=NC1)OCC1C(CNCC1)C1=CC=C(C=C1)Cl (5-chloro-2-[(3RS, 4RS)-3-(4-chloro-phenyl)-piperidin-4-ylmethoxy]-pyridine). Product: ClC1=CC=C(C=C1)[C@H]1CNCC[C@@H]1[C@H](C)OC1=NC=C(C#N)C=C1 (6-{(S)-1-[(3S,4S)-3-(4-Chloro-phenyl)-piperidin-4-yl]-ethoxy}-nicotinonitrile). Reaction SMILES: ClC1C=CC(OCC2CCNCC2C2C=CC(Cl)=CC=2)=[N:6]C=1.Cl.C([N:31]1[CH2:36][CH2:35][C@H:34]([C@@H:37]([O:39][C:40]2[CH:45]=[CH:44][C:43]([C:46](F)(F)F)=[CH:42][N:41]=2)[CH3:38])[C@@H:33]([C:50]2[CH:55]=[CH:54][C:53]([Cl:56])=[CH:52][CH:51]=2)[CH2:32]1)C1C=CC=CC=1>>[Cl:56][C:53]1[CH:52]=[CH:51][C:50]([C@@H:33]2[C@@H:34]([C@@H:37]([O:39][C:40]3[CH:45]=[CH:44][C:43]([C:46]#[N:6])=[CH:42][N:41]=3)[CH3:38])[CH2:35][CH2:36][NH:31][CH2:32]2)=[CH:55][CH:54]=1. Reported procedure: In analogy to the procedure described for the synthesis of 5-chloro-2-[(3RS, 4RS)-3-(4-chloro-phenyl)-piperidin-4-ylmethoxy]-pyridine; hydrochloride (example 1, step h) the title compound was prepared from 2-{(S)-1-[(3S,4S)-1-Benzyl-3-(4-chloro-phenyl)-piperidin-4-yl]-ethoxy}-5-trifluoromethyl-pyridine as white foam as the respective HCl salt. MS (m/e): 342.1 [(M+H)+]. Reactants: CC(=O)O, Nc1ccc(Cl)cc1[N+](=O)[O-], ClI, O. Product: Nc1c(I)cc(Cl)cc1[N+](=O)[O-]. As a reaction SMILES: [CH3:15][C:16](=[O:17])[OH:18].[Cl:1][c:2]1[cH:3][c:4]([N+:9](=[O:10])[O-:11])[c:5]([NH2:6])[cH:7][cH:8]1.[I:12][Cl:13].[OH2:14]>>[Cl:1][c:2]1[cH:3][c:4]([N+:9](=[O:10])[O-:11])[c:5]([NH2:6])[c:7]([I:12])[cH:8]1. Starting materials: C#Cc1cn(C2CC(F)C(COC(=O)C(NC(=O)OCc3cccc4c3Cc3ccccc3-4)C(C)CC)O2)c(=O)[nH]c1=O, C1CCNCC1, CN(C)C=O. Product: C#Cc1cn(C2CC(F)C(COC(=O)C(N)C(C)CC)O2)c(=O)[nH]c1=O. RXN SMILES: [C:7](#[CH:8])[c:9]1[c:10](=[O:49])[nH:11][c:12](=[O:48])[n:13]([CH:14]2[CH2:15][CH:16]([F:46])[CH:17]([CH2:18][O:19][C:20]([CH:21]([NH:22][C:23]([O:24][CH2:25][c:26]3[c:27]4[c:35]([cH:36][cH:37][cH:38]3)-[c:30]3[c:29]([cH:34][cH:33][cH:32][cH:31]3)[CH2:28]4)=[O:39])[CH:40]([CH3:41])[CH2:42][CH3:43])=[O:44])[O:45]2)[cH:47]1.[CH2:1]1[CH2:2][CH2:3][NH:4][CH2:5][CH2:6]1.[CH3:50][N:51]([CH3:52])[CH:53]=[O:54]>>[C:7](#[CH:8])[c:9]1[c:10](=[O:49])[nH:11][c:12](=[O:48])[n:13]([CH:14]2[CH2:15][CH:16]([F:46])[CH:17]([CH2:18][O:19][C:20]([CH:21]([NH2:22])[CH:40]([CH3:41])[CH2:42][CH3:43])=[O:44])[O:45]2)[cH:47]1.